Dataset: the Open Reaction Database (ORD), a public repository of structured organic reaction records. Task: describe an organic reaction: reactants, conditions, products, and yield Starting materials: CCCCC(O)c1cccc(Br)c1C, CCCCP(CCCC)CCCC, C1CCOC1, O=C(N=NC(=O)N1CCCCC1)N1CCCCC1, CCOC(=O)COc1ccc(O)cc1C. Product: CCCCC(Oc1ccc(OCC(=O)OCC)c(C)c1)c1cccc(Br)c1C. As a reaction SMILES: [Br:1][c:2]1[c:3]([CH3:14])[c:4]([CH:8]([CH2:9][CH2:10][CH2:11][CH3:12])[OH:13])[cH:5][cH:6][cH:7]1.[CH2:48]([P:49]([CH2:50][CH2:51][CH2:52][CH3:53])[CH2:54][CH2:55][CH2:56][CH3:57])[CH2:58][CH2:59][CH3:60].[CH2:61]1[O:62][CH2:63][CH2:64][CH2:65]1.[N:30]([C:31]([N:32]1[CH2:33][CH2:34][CH2:35][CH2:36][CH2:37]1)=[O:38])=[N:39][C:40]([N:41]1[CH2:42][CH2:43][CH2:44][CH2:45][CH2:46]1)=[O:47].[OH:15][c:16]1[cH:17][c:18]([CH3:29])[c:19]([O:20][CH2:21][C:22](=[O:23])[O:24][CH2:25][CH3:26])[cH:27][cH:28]1>>[Br:1][c:2]1[c:3]([CH3:14])[c:4]([CH:8]([CH2:9][CH2:10][CH2:11][CH3:12])[O:13][c:16]2[cH:17][c:18]([CH3:29])[c:19]([O:20][CH2:21][C:22](=[O:23])[O:24][CH2:25][CH3:26])[cH:27][cH:28]2)[cH:5][cH:6][cH:7]1. Reactants: CNCCC1=CC=NC=C1 (4-[2-(Methylamino)ethyl]pyridin), C(C)(C)(C)OC(=O)NC(C/C=C/C(=O)O)(C)C ((2E)-5-(tert-Butoxycarbonylamino)-5-methylhex-2-enoic acid), C(C)(C)(C)OC(=O)N(C)[C@@H](C(=O)O)CC1=CC=CC=C1 ((2R)-2-(N-(tert-Butoxycarbonyl)-N-methylamino)-3-phenylpropionic acid), C(C)(C)(C)OC(=O)N(C)[C@@H](C(=O)O)CC1=CC2=CC=CC=C2C=C1 ((2R)-2-(N-(tert-butoxycarbonyl)-N-methylamino)-3-(2-naphthyl)propionic acid). The product is CN(C(\C=C\CC(C)(C)N)=O)[C@H](CC1=CC2=CC=CC=C2C=C1)C(N([C@H](CC1=CC=CC=C1)C(N(C)CCC1=CC=NC=C1)=O)C)=O ((2E)-5-Amino-5-methylhex-2-enoic acid N-methyl-N-[(1R)-1-(N-methyl-N-{(1R)1-[N-methyl-(2-(4-pyridinyl)ethyl)carbamoyl]-2-phenylethyl}carbamoyl)-2-(2-naphthyl)ethyl]amide). Reaction SMILES: [CH3:1][NH:2][CH2:3][CH2:4][C:5]1[CH:10]=[CH:9][N:8]=[CH:7][CH:6]=1.C(O[C:16]([N:18]([C@H:20]([CH2:24][C:25]1[CH:30]=[CH:29][CH:28]=[CH:27][CH:26]=1)[C:21]([OH:23])=O)[CH3:19])=[O:17])(C)(C)C.C(O[C:36]([N:38]([C@H:40]([CH2:44][C:45]1[CH:54]=[CH:53][C:52]2[C:47](=[CH:48][CH:49]=[CH:50][CH:51]=2)[CH:46]=1)C(O)=O)[CH3:39])=[O:37])(C)(C)C.C(OC([NH:62][C:63]([CH3:71])([CH3:70])[CH2:64]/[CH:65]=[CH:66]/C(O)=O)=O)(C)(C)C>>[CH3:39][N:38]([C@@H:40]([C:16](=[O:17])[N:18]([CH3:19])[C@@H:20]([C:21](=[O:23])[N:2]([CH2:3][CH2:4][C:5]1[CH:10]=[CH:9][N:8]=[CH:7][CH:6]=1)[CH3:1])[CH2:24][C:25]1[CH:26]=[CH:27][CH:28]=[CH:29][CH:30]=1)[CH2:44][C:45]1[CH:54]=[CH:53][C:52]2[C:47](=[CH:48][CH:49]=[CH:50][CH:51]=2)[CH:46]=1)[C:36](=[O:37])/[CH:66]=[CH:65]/[CH2:64][C:63]([NH2:62])([CH3:71])[CH3:70]. Procedure: The title compound was prepared as in example 1 (except from step 3, see below) using 4-[2-(Methylamino)ethyl]pyridin, (2R)-2-(N-(tert-Butoxycarbonyl)-N-methylamino)-3-phenylpropionic acid, (2R)-2-(N-(tert-butoxycarbonyl)-N-methylamino)-3-(2-naphthyl)propionic acid and (2E)-5-(tert-Butoxycarbonylamino)-5-methylhex-2-enoic acid. Reactants: CC1(C)CC(=C(c2ccc(O)cc2)c2ccc(Br)cc2)CC(C)(C)C1, O=C([O-])[O-], COCCOC, [Na+], [Na+], OCc1ccc(B(O)O)cc1, c1ccc(P(c2ccccc2)(c2ccccc2)[Pd](P(c2ccccc2)(c2ccccc2)c2ccccc2)(P(c2ccccc2)(c2ccccc2)c2ccccc2)P(c2ccccc2)(c2ccccc2)c2ccccc2)cc1. Yields the product CC1(C)CC(=C(c2ccc(O)cc2)c2ccc(-c3ccc(CO)cc3)cc2)CC(C)(C)C1. As a reaction SMILES: [Br:1][c:2]1[cH:3][cH:4][c:5]([C:8]([c:9]2[cH:10][cH:11][c:12]([OH:15])[cH:13][cH:14]2)=[C:16]2[CH2:17][C:18]([CH3:24])([CH3:25])[CH2:19][C:20]([CH3:22])([CH3:23])[CH2:21]2)[cH:6][cH:7]1.[C:37](=[O:38])([O-:39])[O-:40].[CH3:120][O:121][CH2:122][CH2:123][O:124][CH3:125].[Na+:41].[Na+:42].[OH:26][CH2:27][c:28]1[cH:29][cH:30][c:31]([B:34]([OH:35])[OH:36])[cH:32][cH:33]1.[cH:43]1[cH:44][cH:45][c:46]([P:47]([Pd:48]([P:49]([c:50]2[cH:51][cH:52][cH:53][cH:54][cH:55]2)([c:56]2[cH:57][cH:58][cH:59][cH:60][cH:61]2)[c:62]2[cH:63][cH:64][cH:65][cH:66][cH:67]2)([P:68]([c:69]2[cH:70][cH:71][cH:72][cH:73][cH:74]2)([c:75]2[cH:76][cH:77][cH:78][cH:79][cH:80]2)[c:81]2[cH:82][cH:83][cH:84][cH:85][cH:86]2)[P:87]([c:88]2[cH:89][cH:90][cH:91][cH:92][cH:93]2)([c:94]2[cH:95][cH:96][cH:97][cH:98][cH:99]2)[c:100]2[cH:101][cH:102][cH:103][cH:104][cH:105]2)([c:106]2[cH:107][cH:108][cH:109][cH:110][cH:111]2)[c:112]2[cH:113][cH:114][cH:115][cH:116][cH:117]2)[cH:118][cH:119]1>>[c:2]1(-[c:31]2[cH:30][cH:29][c:28]([CH2:27][OH:26])[cH:33][cH:32]2)[cH:3][cH:4][c:5]([C:8]([c:9]2[cH:10][cH:11][c:12]([OH:15])[cH:13][cH:14]2)=[C:16]2[CH2:17][C:18]([CH3:24])([CH3:25])[CH2:19][C:20]([CH3:22])([CH3:23])[CH2:21]2)[cH:6][cH:7]1. Starting materials: CCC(C)O, CS(=O)(=O)c1ccc(F)c(C(=O)O)c1. Yields the product CCC(C)Oc1ccc(S(C)(=O)=O)cc1C(=O)O. RXN SMILES: [CH3:15][CH:16]([CH2:17][CH3:18])[OH:19].[F:1][c:2]1[c:3]([C:4](=[O:5])[OH:6])[cH:7][c:8]([S:11](=[O:12])(=[O:13])[CH3:14])[cH:9][cH:10]1>>[c:2]1([O:19][CH:16]([CH3:15])[CH2:17][CH3:18])[c:3]([C:4](=[O:5])[OH:6])[cH:7][c:8]([S:11](=[O:12])(=[O:13])[CH3:14])[cH:9][cH:10]1. The reactants are C(=S)=S (carbon disulfide), BrCCC(=C(F)F)F (4-bromo-1,1,2-trifluoro-1-butene), [OH-].[Na+] (Sodium hydroxide), NC1=CC=CC=2CC(OC21)(C)C (7-amino-2,3-dihydro-2,2-dimethylbenzofuran). Run in CS(=O)C (dimethyl sulfoxide), O (water). Reaction conditions: time 1 hour. Product: CC1(OC2=C(C1)C=CC=C2NC(SCCC(=C(F)F)F)=S)C ((3,4,4-trifluoro-3-butenyl) N-(2,3-dihydro-2,2-dimethylbenzofuran-7-yl)dithiocarbamate). Reaction SMILES: [OH-].[Na+].[NH2:3][C:4]1[C:12]2[O:11][C:10]([CH3:14])([CH3:13])[CH2:9][C:8]=2[CH:7]=[CH:6][CH:5]=1.[C:15](=[S:17])=[S:16].Br[CH2:19][CH2:20][C:21]([F:25])=[C:22]([F:24])[F:23]>CS(C)=O.O>[CH3:13][C:10]1([CH3:14])[CH2:9][C:8]2[CH:7]=[CH:6][CH:5]=[C:4]([NH:3][C:15](=[S:17])[S:16][CH2:19][CH2:20][C:21]([F:25])=[C:22]([F:24])[F:23])[C:12]=2[O:11]1 |f:0.1|. Procedure details: Sodium hydroxide (3.7 ml, 20M) was added to a stirred solution of 7-amino-2,3-dihydro-2,2-dimethylbenzofuran (10 grams, 0.061 mole) in dimethyl sulfoxide (31 ml). Upon completion of addition, carbon disulfide (6.06 grams, 0.08 mole) was added. The reaction mixture was stirred for one hour at ambient temperature, then cooled to 0° C. at which time 4-bromo-1,1,2-trifluoro-1-butene was added dropwise. The reaction mixture was stirred at ambient temperature overnight. The reaction mixture was dilute... Reactants: C(C)O (ethanol), OCC(=O)[C@@H](O)[C@H](O)[C@H](O)CO (D-(−)-fructose), C(C1=CC=CC=C1)N (benzyl amine), [Cl-].C(C1=CC=CC=C1)[NH3+] (benzyl ammonium chloride), C(C)O (ethanol), O (water). Reaction conditions: time 8 hour. Yields the product C(C1=CC=CC=C1)NC1[C@H]([C@@H](O)[C@H](O)[C@H](O1)CO)NCC1=CC=CC=C1 (N,N′-dibenzyl-1,2-diamino-1,2-dideoxy-D-mannopyranose). As a reaction SMILES: O[CH2:2][C:3]([C@H:5]([C@@H:7]([C@@H:9]([CH2:11][OH:12])[OH:10])[OH:8])[OH:6])=O.[Cl-].[CH2:14]([NH3+:21])[C:15]1[CH:20]=[CH:19][CH:18]=[CH:17][CH:16]=1.C(O)C.O.[CH2:26]([NH2:33])[C:27]1[CH:32]=[CH:31][CH:30]=[CH:29][CH:28]=1>>[CH2:14]([NH:21][CH:2]1[O:10][C@H:9]([CH2:11][OH:12])[C@@H:7]([OH:8])[C@H:5]([OH:6])[C@@H:3]1[NH:33][CH2:26][C:27]1[CH:32]=[CH:31][CH:30]=[CH:29][CH:28]=1)[C:15]1[CH:20]=[CH:19][CH:18]=[CH:17][CH:16]=1 |f:1.2|. Procedure: To a mixture of D-(−)-fructose (50 g, 277.5 mmol) in benzyl amine (100 ml) was added benzyl ammonium chloride (30 g, 208 mmol) at room temperature. The mixture was stirred for 6 hours, at which time ethanol (50 ml) was added to make the mixture homogenous. After stirring overnight, another portion of ethanol (50 ml) was added resulting in a homogenous mixture. After 2 hours, water (150 ml) was added and the stirring was continued for 3 hours. The resulting suspension was separated by filtration,...